From a dataset of the Open Reaction Database (ORD), a public repository of structured organic reaction records. describe an organic reaction: reactants, conditions, products, and yield The reactants are C(C1=CC=CC=C1)#N (Benzonitrile), C(CCC)[Li] (Butyllithium), NC1=CC=CC=C1 (aniline), CC1=C(N)C(=CC=C1)C (2,6-dimethylaniline), O (water). The solvent is C(C)OCC (diethylether), CCCCC (pentane). Run at temperature 0 celsius, time 2 hour. Yields the product CC1=C(C(=CC=C1)C)NC(C1=CC=CC=C1)=N (N1-(2,6-dimethylphenyl)benzamidine). Yield: 91.7%. Reaction SMILES: [CH3:1][C:2]1[CH:8]=[CH:7][CH:6]=[C:5]([CH3:9])[C:3]=1[NH2:4].C([Li])CCC.NC1C=CC=CC=1.[C:22](#[N:29])[C:23]1[CH:28]=[CH:27][CH:26]=[CH:25][CH:24]=1.O>CCCCC.C(OCC)C>[CH3:1][C:2]1[CH:8]=[CH:7][CH:6]=[C:5]([CH3:9])[C:3]=1[NH:4][C:22](=[NH:29])[C:23]1[CH:28]=[CH:27][CH:26]=[CH:25][CH:24]=1. Reported procedure: 2,6-dimethylaniline (6.15 mL, 50.0 mmol) was added to 100 mL of diethylether and cooled to 0° C. Butyllithium (26.0 mL of 2.0 M solution in diethylether, 52.0 mmol) was added dropwise to the cooled aniline solution, affording an off-white solid after complete addition. The slurry was warmed to room temperature and stirred for 2 hours. Benzonitrile (5.2 mL, 51.0 mmol) was added slowly resulting in the formation of a suspended yellow-orange solid after complete addition. Stirring was continued for... Reactants: FC(C(=O)O)(F)F.COC(=O)C=1OC(=C(C1)CNC1=CC=C(C=C1)C1=NC=C(C=C1)OC)C (4-{[4-(5-Methoxy-pyridin-2-yl)-phenylamino]-methyl}-5-methyl-furan-2-carboxylic acid methyl ester trifluoroacetic acid salt), potassium trimethylsilanoate, Cl (hydrochloric acid). The solvent is O1CCCC1 (tetrahydrofuran). Conditions: time 16 hour. The product is Cl.COC=1C=CC(=NC1)C1=CC=C(C=C1)NCC=1C=C(OC1C)C(=O)O (4-{[4-(5-Methoxy-pyridin-2-yl)-phenylamino]-methyl}-5-methyl-furan-2-carboxylic acid hydrochloride salt). Reaction SMILES: FC(F)(F)C(O)=O.C[O:9][C:10]([C:12]1[O:13][C:14]([CH3:33])=[C:15]([CH2:17][NH:18][C:19]2[CH:24]=[CH:23][C:22]([C:25]3[CH:30]=[CH:29][C:28]([O:31][CH3:32])=[CH:27][N:26]=3)=[CH:21][CH:20]=2)[CH:16]=1)=[O:11].[ClH:34]>O1CCCC1>[ClH:34].[CH3:32][O:31][C:28]1[CH:29]=[CH:30][C:25]([C:22]2[CH:21]=[CH:20][C:19]([NH:18][CH2:17][C:15]3[CH:16]=[C:12]([C:10]([OH:11])=[O:9])[O:13][C:14]=3[CH3:33])=[CH:24][CH:23]=2)=[N:26][CH:27]=1 |f:0.1,4.5|. Procedure: A solution of 4-{[4-(5-methoxy-pyridin-2-yl)-phenylamino]-methyl}-5-methyl-furan-2-carboxylic acid methyl ester trifluoroacetic acid salt (165) (38 mg, 0.082 mmoles) in tetrahydrofuran (4 ml) was treated with potassium trimethylsilanoate (63 mg, 0.049 mmoles) and the mixture stirred at room temperature for 16 hours. The mixture was evaporated to dryness and pumped under high vacuum to remove silanol volatiles. The residue was purified by HPLC to afford a residue, which was dissolved in 1M aqueou...